This data is from the Open Reaction Database (ORD), a public repository of structured organic reaction records. The task is: describe an organic reaction: reactants, conditions, products, and yield The yield is 24.7%. Reaction SMILES: Cl[C:2]1[C:3]2[CH2:12][CH2:11][N:10]([CH:13]3[CH2:16][C:15]([F:18])([F:17])[CH2:14]3)[C:4]=2[N:5]=[C:6]([S:8][CH3:9])[N:7]=1.CC1(C)C(C)(C)OB([C:27]2[CH:28]=[N:29][C:30]([NH2:33])=[N:31][CH:32]=2)O1.C([O-])([O-])=O.[Na+].[Na+]>O1CCOCC1.C1C=CC(P(C2C=CC=CC=2)[C-]2C=CC=C2)=CC=1.C1C=CC(P(C2C=CC=CC=2)[C-]2C=CC=C2)=CC=1.Cl[Pd]Cl.[Fe+2].C(Cl)Cl>[F:17][C:15]1([F:18])[CH2:16][CH:13]([N:10]2[C:4]3[N:5]=[C:6]([S:8][CH3:9])[N:7]=[C:2]([C:27]4[CH:28]=[N:29][C:30]([NH2:33])=[N:31][CH:32]=4)[C:3]=3[CH2:12][CH2:11]2)[CH2:14]1 |f:2.3.4,6.7.8.9.10|. Conditions: temperature 120 celsius. Reagents/catalysts: C1=CC=C(C=C1)P([C-]2C=CC=C2)C3=CC=CC=C3.C1=CC=C(C=C1)P([C-]2C=CC=C2)C3=CC=CC=C3.Cl[Pd]Cl.[Fe+2].C(Cl)Cl (PdCl2(dppf) DCM). Solvent: O1CCOCC1 (1,4-dioxane). Reactants: aqueous solution, C(=O)([O-])[O-].[Na+].[Na+] (Na2CO3), ClC=1C2=C(N=C(N1)SC)N(CC2)C2CC(C2)(F)F (4-chloro-7-(3,3-difluorocyclobutyl)-2-(methylsulfanyl)-6,7-dihydro-5H-pyrrolo[2,3-d]pyrimidine), CC1(OB(OC1(C)C)C=1C=NC(=NC1)N)C (5-(4,4,5,5-tetramethyl-1,3,2-dioxaborolan-2-yl)pyrimidin-2-amine). Procedure: To a suspension of 4-chloro-7-(3,3-difluorocyclobutyl)-2-(methylsulfanyl)-6,7-dihydro-5H-pyrrolo[2,3-d]pyrimidine (844 mg, 2.89 mmol) and 5-(4,4,5,5-tetramethyl-1,3,2-dioxaborolan-2-yl)pyrimidin-2-amine (920 mg, 4.20 mmol) in 1,4-dioxane (24 mL), was added 1 M aqueous solution of Na2CO3 (9 mL, 8.68 mmol) at room temperature. The reaction was purged with nitrogen for a few minutes before adding PdCl2(dppf)-DCM (354 mg, 0.434 mmol). The reaction was heated at 120° C. for 1 h in a microwave reactor... The product is FC1(CC(C1)N1CCC2=C1N=C(N=C2C=2C=NC(=NC2)N)SC)F (5-[7-(3,3-difluorocyclobutyl)-2-(methylsulfanyl)-6,7-dihydro-5H-pyrrolo[2,3-d]pyrimidin-4-yl]pyrimidin-2-amine).